This data is from the Open Reaction Database (ORD), a public repository of structured organic reaction records. The task is: describe an organic reaction: reactants, conditions, products, and yield Starting materials: [N+](=O)([O-])C1=CC(=C2N=C(C(=NC2=C1)OC)OC)CN(C(C)P(OC)(OC)=O)CC (dimethyl N-(7-nitro-2,3-dimethoxyquinoxalin-5-ylmethyl)-α-(ethylamino)ethylphosphonate), C(C)[Si](Br)(CC)CC (triethylbromosilane). Solvent: ClCCl (dichloromethane). Conditions: time 18 hour. Product: Br.O=C1NC2=CC(=CC(=C2NC1=O)CN(C(C)P(O)(O)=O)CC)[N+](=O)[O-] (N-(2,3-Dioxo-7-nitro-1,2,3,4-tetrahydroquinoxalin-5-ylmethyl)-α-(ethylamino)ethylphosphonic acid hydrobromide). Reaction SMILES: [N+:1]([C:4]1[CH:13]=[C:12]2[C:7]([N:8]=[C:9]([O:16]C)[C:10]([O:14]C)=[N:11]2)=[C:6]([CH2:18][N:19]([CH2:28][CH3:29])[CH:20]([P:22](=[O:27])([O:25]C)[O:23]C)[CH3:21])[CH:5]=1)([O-:3])=[O:2].C([Si](CC)(CC)[Br:33])C>ClCCl>[BrH:33].[O:14]=[C:10]1[C:9](=[O:16])[NH:8][C:7]2[C:12](=[CH:13][C:4]([N+:1]([O-:3])=[O:2])=[CH:5][C:6]=2[CH2:18][N:19]([CH2:28][CH3:29])[CH:20]([P:22](=[O:23])([OH:25])[OH:27])[CH3:21])[NH:11]1 |f:3.4|. Procedure details: 160 mg (0.37 mmol) of dimethyl N-(7-nitro-2,3-dimethoxyquinoxalin-5-ylmethyl)-α-(ethylamino)ethylphosphonate are dissolved in 8 ml of dichloromethane and stirred at room temperature for one hour with 0.19 ml (4 eq.) of triethylbromosilane. The solvent and excess reagent are evaporated and the residue is briefly dried in a high vacuum, dissolved in 5 ml of an about 33% hydrogen bromide solution in acetic acid, and stirred at room temperature for 18 hours. The reaction mixture is diluted with diet... Starting materials: C(C)OC(=O)C1=CC2=NC(=CC=C2N1S(=O)(=O)C1=CC=CC=C1)N(NC(=O)OC(C)(C)C)C(=O)OC(C)(C)C (di-tert-butyl 1-[2-(ethoxycarbonyl)-1-(phenylsulfonyl)-1H-pyrrolo[3,2-b]pyridin-5-yl]hydrazine-1,2-dicarboxylate), CC(=O)O (AcOH), [OH-].[Na+] (NaOH). Run at temperature 180 celsius. Yields the product CC1=NN=C2N1C1=C(C=C2)NC(=C1)C(=O)O (1-methyl-6H-pyrrolo[2,3-e][1,2,4]triazolo[4,3-a]pyridine-7-carboxylic acid). Yield: 50.0%. Reaction SMILES: C([O:3][C:4]([C:6]1[N:14](S(C2C=CC=CC=2)(=O)=O)[C:13]2[C:8](=[N:9][C:10]([N:24](C(OC(C)(C)C)=O)[NH:25][C:26](OC(C)(C)C)=O)=[CH:11][CH:12]=2)[CH:7]=1)=[O:5])C.[OH-].[Na+].[CH3:42]C(O)=O>>[CH3:42][C:26]1[N:9]2[C:8]3[CH:7]=[C:6]([C:4]([OH:3])=[O:5])[NH:14][C:13]=3[CH:12]=[CH:11][C:10]2=[N:24][N:25]=1 |f:1.2|. Reported procedure: A solution of di-tert-butyl 1-[2-(ethoxycarbonyl)-1-(phenylsulfonyl)-1H-pyrrolo[3,2-b]pyridin-5-yl]hydrazine-1,2-dicarboxylate (2.11 g, 3.76 mmol, from Step 2) in AcOH (32 mL) was split into four portions and each was heated in the microwave to a temperature of 180° C. for 3 minutes. The reaction contents were pooled and the AcOH was removed in vacuo. The residue was azeotroped with toluene twice. The residue was reconstituted in EtOH (10 mL) and was treated with 1.0 M NaOH (10 mL, 10 mmol) over... As a reaction SMILES: [ClH:1].C(O[C:5](=[NH:16])[C:6]1[CH:11]=[CH:10][C:9]([NH2:12])=[C:8]([N+:13]([O-:15])=[O:14])[CH:7]=1)C.[NH3:17]>C(O)C>[ClH:1].[NH2:12][C:9]1[CH:10]=[CH:11][C:6]([C:5]([NH2:16])=[NH:17])=[CH:7][C:8]=1[N+:13]([O-:15])=[O:14] |f:0.1,4.5|. Conditions: temperature 0 celsius. The product is Cl.NC1=C(C=C(C(=N)N)C=C1)[N+](=O)[O-] (4-amino-3-nitrobenzamidine monohydrochloride). Reported procedure: 4-Amino-3-nitro-benzimidic acid ethyl ester hydrochloride (84.5 g, 344 mmol) was suspended in absolute ethanol (750 mL) and then cooled to 0° C. Ammonia was then passed through the solution for a period of 2 h. The flask was tightly sealed and allowed to warm up to room temperature over an 18 h period with stirring. The product was crystallized with diethyl ether and the resulting solid was filtered, washed and dried to give 4-amino-3-nitrobenzamidine monohydrochloride (70.7 g) as an off-white p... The solvent is C(C)O (ethanol). The reactants are Cl.C(C)OC(C1=CC(=C(C=C1)N)[N+](=O)[O-])=N (4-Amino-3-nitro-benzimidic acid ethyl ester hydrochloride), N (Ammonia). The reactants are O[C@H]([C@H](C)OC1=NC(=NC2=CC=CC=C12)N1CCNCC1)C (4-[(2S,3S)-(3-hydroxybutan-2-yl)oxy]-2-(1-piperazinyl) quinazoline), C(C)(=O)O (acetic acid). Solvent: CC(=O)C (acetone). Product: C(C)(=O)O.O[C@H]([C@H](C)OC1=NC(=NC2=CC=CC=C12)N1CCNCC1)C (4-[(2S,3S)-(3-hydroxybutan-2-yl)oxy]-2-(1-piperazinyl)quinazoline monoacetate). Isolated yield 70.1%. RXN SMILES: [OH:1][C@@H:2]([CH3:22])[C@@H:3]([O:5][C:6]1[C:15]2[C:10](=[CH:11][CH:12]=[CH:13][CH:14]=2)[N:9]=[C:8]([N:16]2[CH2:21][CH2:20][NH:19][CH2:18][CH2:17]2)[N:7]=1)[CH3:4].[C:23]([OH:26])(=[O:25])[CH3:24]>CC(C)=O>[C:23]([OH:26])(=[O:25])[CH3:24].[OH:1][C@@H:2]([CH3:22])[C@@H:3]([O:5][C:6]1[C:15]2[C:10](=[CH:11][CH:12]=[CH:13][CH:14]=2)[N:9]=[C:8]([N:16]2[CH2:17][CH2:18][NH:19][CH2:20][CH2:21]2)[N:7]=1)[CH3:4] |f:3.4|. Procedure: 4-[(2S,3S)-(3-Hydroxybutan-2-yl)oxy]-2-(1-piperazinyl)quinazoline (cf. Example 48) (650 mg) is dissolved in a solution of acetic acid (147 mg) in acetone (20 ml), and the mixture is filtered. The filtrate is evaporated to dryness under reduced pressure, and the residue is dissolved in ethyl acetate (8 ml), and the solution is allowed to stand at room temperature. The precipitated crystals are separated by filtration to give 4-[(2S,3S)-(3-hydroxybutan-2-yl)oxy]-2-(1-piperazinyl)quinazoline monoac... Reactants: FC1=CC(=C(C=C1)NC=1C2=C(N=CN1)SC(=C2C)C(=O)O)O[C@@H]2CC[C@@H](CC2)OC (4-[4-fluoro-2-(cis-4-methoxy-cyclohexyloxy)phenylamino]-5-methyl-thieno[2,3-d]pyrimidine-6-carboxylic acid), CN(CCCN)C (N,N-dimethyl-1,3-propanediamine). Yields the product CN(CCCNC(=O)C1=C(C2=C(N=CN=C2NC2=C(C=C(C=C2)F)O[C@@H]2CC[C@@H](CC2)OC)S1)C)C (4-[4-Fluoro-2-(cis-4-methoxy-cyclohexyloxy)-phenylamino]-5-methyl-thieno[2,3-d]pyrimidine-6-carboxylic acid (3-dimethylamino-propyl)-amide). RXN SMILES: [F:1][C:2]1[CH:7]=[CH:6][C:5]([NH:8][C:9]2[C:10]3[C:17]([CH3:18])=[C:16]([C:19]([OH:21])=O)[S:15][C:11]=3[N:12]=[CH:13][N:14]=2)=[C:4]([O:22][C@H:23]2[CH2:28][CH2:27][C@@H:26]([O:29][CH3:30])[CH2:25][CH2:24]2)[CH:3]=1.[CH3:31][N:32]([CH3:37])[CH2:33][CH2:34][CH2:35][NH2:36]>>[CH3:31][N:32]([CH3:37])[CH2:33][CH2:34][CH2:35][NH:36][C:19]([C:16]1[S:15][C:11]2[N:12]=[CH:13][N:14]=[C:9]([NH:8][C:5]3[CH:6]=[CH:7][C:2]([F:1])=[CH:3][C:4]=3[O:22][C@H:23]3[CH2:28][CH2:27][C@@H:26]([O:29][CH3:30])[CH2:25][CH2:24]3)[C:10]=2[C:17]=1[CH3:18])=[O:21]. Procedure details: Prepared analogously to 1.4 from 0.1 g 4-[4-fluoro-2-(cis-4-methoxy-cyclohexyloxy)phenylamino]-5-methyl-thieno[2,3-d]pyrimidine-6-carboxylic acid and 42 μl N,N-dimethyl-1,3-propanediamine. Starting materials: CS(=O)(=O)C=1C=C(C(=CC1)C1=CC=CC=C1)C(=O)OC (methyl 4-(methylsulfonyl)-[1,1′-biphenyl]-2-carboxylate), CO (methanol). Procedure details: To a solution of methyl 4-(methylsulfonyl)-[1,1′-biphenyl]-2-carboxylate (330 mg, 1.1 mmol) in methanol (15 ml) NaOH 2N (1.1 ml; 2.3 mmol) was added and the solution left stirring at room temperature for 72 hours. Conditions: time 72 hour. Yields the product CS(=O)(=O)C=1C=C(C(=CC1)C1=CC=CC=C1)C(=O)O (4-(methylsulfonyl)-[1,1′-biphenyl]-2-carboxylic acid). Reaction SMILES: [CH3:1][S:2]([C:5]1[CH:6]=[C:7]([C:17]([O:19]C)=[O:18])[C:8]([C:11]2[CH:16]=[CH:15][CH:14]=[CH:13][CH:12]=2)=[CH:9][CH:10]=1)(=[O:4])=[O:3].CO>>[CH3:1][S:2]([C:5]1[CH:6]=[C:7]([C:17]([OH:19])=[O:18])[C:8]([C:11]2[CH:16]=[CH:15][CH:14]=[CH:13][CH:12]=2)=[CH:9][CH:10]=1)(=[O:3])=[O:4]. The reactants are CCN(CC)C(=O)CO, CCN(C(C)C)C(C)C, CC(Cl)OC(=O)Cl, C1CCOC1. Product: CCN(CC)C(=O)COC(=O)OC(C)Cl. Reaction SMILES: [CH2:1]([CH3:2])[N:3]([C:4]([CH2:5][OH:6])=[O:7])[CH2:8][CH3:9].[CH:10]([N:11]([CH2:12][CH3:13])[CH:14]([CH3:15])[CH3:16])([CH3:17])[CH3:18].[Cl:19][C:20](=[O:21])[O:22][CH:23]([CH3:24])[Cl:25].[O:26]1[CH2:27][CH2:28][CH2:29][CH2:30]1>>[CH2:1]([CH3:2])[N:3]([C:4]([CH2:5][O:6][C:20](=[O:21])[O:22][CH:23]([CH3:24])[Cl:25])=[O:7])[CH2:8][CH3:9].